From a dataset of the Open Reaction Database (ORD), a public repository of structured organic reaction records. describe an organic reaction: reactants, conditions, products, and yield Reactants: OCc1cncc(Br)c1, CN(C)C=O, C[Sn](C)(C)c1ccc2nc(C(=O)Nc3ccccc3)cn2c1, [Pd], c1ccc(P(c2ccccc2)c2ccccc2)cc1, c1ccc(P(c2ccccc2)c2ccccc2)cc1, c1ccc(P(c2ccccc2)c2ccccc2)cc1, c1ccc(P(c2ccccc2)c2ccccc2)cc1. Yields the product O=C(Nc1ccccc1)c1cn2cc(-c3cncc(CO)c3)ccc2n1. Reaction SMILES: [Br:23][c:24]1[cH:25][c:26]([CH2:30][OH:31])[cH:27][n:28][cH:29]1.[CH3:109][N:110]([CH3:111])[CH:112]=[O:113].[CH3:1][Sn:2]([c:3]1[cH:4][cH:5][c:6]2[n:7]([cH:8]1)[cH:9][c:10]([C:12](=[O:13])[NH:14][c:15]1[cH:16][cH:17][cH:18][cH:19][cH:20]1)[n:11]2)([CH3:21])[CH3:22].[Pd:32].[c:33]1([P:34]([c:35]2[cH:36][cH:37][cH:38][cH:39][cH:40]2)[c:41]2[cH:42][cH:43][cH:44][cH:45][cH:46]2)[cH:47][cH:48][cH:49][cH:50][cH:51]1.[c:52]1([P:53]([c:54]2[cH:55][cH:56][cH:57][cH:58][cH:59]2)[c:60]2[cH:61][cH:62][cH:63][cH:64][cH:65]2)[cH:66][cH:67][cH:68][cH:69][cH:70]1.[c:71]1([P:72]([c:73]2[cH:74][cH:75][cH:76][cH:77][cH:78]2)[c:79]2[cH:80][cH:81][cH:82][cH:83][cH:84]2)[cH:85][cH:86][cH:87][cH:88][cH:89]1.[c:90]1([P:91]([c:92]2[cH:93][cH:94][cH:95][cH:96][cH:97]2)[c:98]2[cH:99][cH:100][cH:101][cH:102][cH:103]2)[cH:104][cH:105][cH:106][cH:107][cH:108]1>>[c:3]1(-[c:24]2[cH:25][c:26]([CH2:30][OH:31])[cH:27][n:28][cH:29]2)[cH:4][cH:5][c:6]2[n:7]([cH:8]1)[cH:9][c:10]([C:12](=[O:13])[NH:14][c:15]1[cH:16][cH:17][cH:18][cH:19][cH:20]1)[n:11]2.